Dataset: the Open Reaction Database (ORD), a public repository of structured organic reaction records. Task: describe an organic reaction: reactants, conditions, products, and yield The reactants are C(C1=CC=CC=C1)(=O)C1=CC=[N+](C=C1)[O-] (4-benzoylpyridine N-oxide), P(=O)(Cl)(Cl)Cl (phosphorus oxychloride), [OH-].[Na+] (NaOH). Run in O (water). The product is C(C1=CC=CC=C1)(=O)C1=CC(=NC=C1)Cl (4-benzoyl-2-chloropyridine). Reaction SMILES: [C:1]([C:9]1[CH:14]=[CH:13][N+:12]([O-])=[CH:11][CH:10]=1)(=[O:8])[C:2]1[CH:7]=[CH:6][CH:5]=[CH:4][CH:3]=1.P(Cl)(Cl)([Cl:18])=O.[OH-].[Na+]>O>[C:1]([C:9]1[CH:14]=[CH:13][N:12]=[C:11]([Cl:18])[CH:10]=1)(=[O:8])[C:2]1[CH:7]=[CH:6][CH:5]=[CH:4][CH:3]=1 |f:2.3|. Reported procedure: A mixture of 2.5 g 4-benzoylpyridine N-oxide m.p. 127°-30° C. (obtained according to T. KATO et. al., Yakugaku Zasshi 86, 1022-26, 1966), and 6 ml phosphorus oxychloride is refluxed for 2 hrs. After cooling, the reaction mixture is very slowly added to ice: water, basified (10N NaOH) and extracted with methylene chloride. The organic layer is washed with water, dried and solvent removed in a rotary evaporator. Yield: 2.4 g of title product, identical with that described in Ex. 4.